This data is from the Open Reaction Database (ORD), a public repository of structured organic reaction records. The task is: describe an organic reaction: reactants, conditions, products, and yield The reactants are COC1=CC=CC=2C=CSC21 (7-methoxybenzothiophene), P(=O)(Cl)(Cl)Cl (Phosphorous oxychloride), C(=O)([O-])[O-].[Na+].[Na+] (Na2CO3). The solvent is CN(C)C=O (DMF). Conditions: temperature 100 celsius. Yields the product COC1=CC=C(C2=C1SC=C2)C=O (7-Methoxybenzo[b]thiophene-4-carbaldehyde). Reaction SMILES: P(Cl)(Cl)(Cl)=O.[CH3:6][O:7][C:8]1[C:16]2[S:15][CH:14]=[CH:13][C:12]=2[CH:11]=[CH:10][CH:9]=1.[C:17]([O-])([O-])=[O:18].[Na+].[Na+]>CN(C=O)C>[CH3:6][O:7][C:8]1[C:16]2[S:15][CH:14]=[CH:13][C:12]=2[C:11]([CH:17]=[O:18])=[CH:10][CH:9]=1 |f:2.3.4|. Procedure details: Phosphorous oxychloride (0.518 g, 17.7 mmol) was added to DMF (1.04 mL) under argon at rt. After 30 min 7-methoxybenzothiophene (0.5 g, 3.04 mmol) was added and the reaction was heated to 100° C. for 3.5 h. The reaction was cooled to rt and poured into a saturated Na2CO3 solution, extracted with ether (100 mL) and the organic phase dried (MgSO4). Solvent was removed in vacuo to give the title compound: RT=3.34 min; m/z (ES+)=193.2 [M+H]+. Reactants: tetrakis(triphenylphosphosphine) palladium (0), BrC=1C=C2C(=CNC2=C(C1)C(=O)N)C1CCN(CC1)S(=O)(=O)CC (5-bromo-3-[1-(ethylsulfonyl)-4-piperidinyl]-1H-indole-7-carboxamide), C(=O)C=1C=C(C=CC1)B(O)O ((3-formylphenyl)boronic acid), C(=O)([O-])[O-].[Cs+].[Cs+] (Cs2CO3). Solvent: O1CCOCC1 (dioxane), O (H2O). Run at temperature 160 celsius. The product is C(C)S(=O)(=O)N1CCC(CC1)C1=CNC2=C(C=C(C=C12)C1=CC(=CC=C1)C=O)C(=O)N (3-[1-(ethylsulfonyl)-4-piperidinyl]-5-(3-formylphenyl)-1H-indole-7-carboxamide). As a reaction SMILES: Br[C:2]1[CH:3]=[C:4]2[C:8](=[C:9]([C:11]([NH2:13])=[O:12])[CH:10]=1)[NH:7][CH:6]=[C:5]2[CH:14]1[CH2:19][CH2:18][N:17]([S:20]([CH2:23][CH3:24])(=[O:22])=[O:21])[CH2:16][CH2:15]1.[CH:25]([C:27]1[CH:28]=[C:29](B(O)O)[CH:30]=[CH:31][CH:32]=1)=[O:26].C([O-])([O-])=O.[Cs+].[Cs+]>O1CCOCC1.O>[CH2:23]([S:20]([N:17]1[CH2:18][CH2:19][CH:14]([C:5]2[C:4]3[C:8](=[C:9]([C:11]([NH2:13])=[O:12])[CH:10]=[C:2]([C:31]4[CH:30]=[CH:29][CH:28]=[C:27]([CH:25]=[O:26])[CH:32]=4)[CH:3]=3)[NH:7][CH:6]=2)[CH2:15][CH2:16]1)(=[O:22])=[O:21])[CH3:24] |f:2.3.4|. Procedure details: To a solution of 5-bromo-3-[1-(ethylsulfonyl)-4-piperidinyl]-1H-indole-7-carboxamide (200 mg, 0.483 mmol) in dioxane (3.0 mL) and H2O (1.0 mL) was added (3-formylphenyl)boronic acid (317 mg, 1.93 mmol), and Cs2CO3 (315 mg, 0.97 mmol) in a microwave tube. The reaction mixture was degassed for 5 min before addition of tetrakis(triphenylphosphosphine) palladium (0) (48 mg, 0.043 mmol). The reaction was heated in a microwave for 30 min at 160° C. The organic layer was separated and concentrated. The... Starting materials: [BH4-].[Na+] (sodium borohydride), C1=CC=CC=2CC3=CC=CC=C3CC12 (9,10-dihydroanthracene), C[O-].[Na+] (sodium methoxide), [C]=O (carbon monoxide). The solvent is CN(C)C=O (DMF). Product: C1=CC=CC=2CC3=CC=CC=C3C(C12)CO (9,10-dihydro-9-anthracenemethanol). Yield: 83.0%. As a reaction SMILES: [CH:1]1[C:14]2[CH2:13][C:12]3[C:7](=[CH:8][CH:9]=[CH:10][CH:11]=3)[CH2:6][C:5]=2[CH:4]=[CH:3][CH:2]=1.[CH3:15][O-:16].[Na+].[C]=O.[BH4-].[Na+]>CN(C=O)C>[CH:4]1[C:5]2[CH:6]([CH2:15][OH:16])[C:7]3[C:12](=[CH:11][CH:10]=[CH:9][CH:8]=3)[CH2:13][C:14]=2[CH:1]=[CH:2][CH:3]=1 |f:1.2,4.5,^3:17|. Procedure: According to the procedure described in Example 3, a mixture of 9.0 grams of 9,10-dihydroanthracene, 3.5 grams of sodium methoxide and 25 cc of DMF was treated with carbon monoxide under an initial pressure of 800 psig. At the end, residual CO (400 psig) was released, and a sodium borohydride solution (1 gram in 10 cc of water) was added to the mixture. Excess hydride was destroyed by adding a hydrochloric acid solution. The mixture was then extracted with ether. An 83% yield of 9,10-dihydro-9-a...